From a dataset of the Open Reaction Database (ORD), a public repository of structured organic reaction records. describe an organic reaction: reactants, conditions, products, and yield Reactants: C(CC1=CC=CC=C1)N (phenethyl amine), Cl.CN(CCCN=C=NCC)C (1-(3-dimethylaminopropyl)-3-ethylcarbodiimide hydrochloride), C(#N)C1=CC=C(C=C1)CCC(CC(=O)O)C1=CC(=CC=C1)C#N (4-(cyano)-beta-[3-(cyano)phenyl]benzene pentanoic acid). The reagents and catalysts are CN(C1=CC=NC=C1)C (4-dimethylaminopyridine). The solvent is CN(C)C=O (DMF). Reaction conditions: time 48 hour. The product is C(#N)C1=CC=C(C=C1)CCC(CC(=O)NCCC1=CC=CC=C1)C1=CC(=CC=C1)C#N (4-(cyano)-beta-[3-(cyano)phenyl]-N-(2-phenylethyl)benzenepentanamide). The yield is 50.1%. Reaction SMILES: [C:1]([C:3]1[CH:8]=[CH:7][C:6]([CH2:9][CH2:10][CH:11]([C:16]2[CH:21]=[CH:20][CH:19]=[C:18]([C:22]#[N:23])[CH:17]=2)[CH2:12][C:13]([OH:15])=O)=[CH:5][CH:4]=1)#[N:2].[CH2:24]([NH2:32])[CH2:25][C:26]1[CH:31]=[CH:30][CH:29]=[CH:28][CH:27]=1.Cl.CN(C)CCCN=C=NCC>CN(C=O)C.CN(C)C1C=CN=CC=1>[C:1]([C:3]1[CH:4]=[CH:5][C:6]([CH2:9][CH2:10][CH:11]([C:16]2[CH:21]=[CH:20][CH:19]=[C:18]([C:22]#[N:23])[CH:17]=2)[CH2:12][C:13]([NH:32][CH2:24][CH2:25][C:26]2[CH:31]=[CH:30][CH:29]=[CH:28][CH:27]=2)=[O:15])=[CH:7][CH:8]=1)#[N:2] |f:2.3|. Reported procedure: Part A. 4-(cyano)-beta-[3-(cyano)phenyl]benzene pentanoic acid (0.150 gm, 0.49 mmol) was dissolved in dry DMF and phenethyl amine (0.065 gm, 0.54 mmol), 1-(3-dimethylaminopropyl)-3-ethylcarbodiimide hydrochloride (0.140 gm, 0.74 mmol) and 4-dimethylaminopyridine (0.150 gm, 1.2 mmol) were added. The resulting solution was stirred at room temperature for 48 hrs., quenched in 1 N HCl and extracted with ethyl acetate. The organic phase was washed with 1 N HCl, water and brine and dried over MgSO4. A... The reactants are C1CCOC1, CCOC(C)=O, OC(c1ccccc1C(F)(F)F)C(F)(F)F, [H-], Nc1nc(Cl)cc(Cl)n1, [Na+], O. The product is Nc1nc(Cl)cc(OC(c2ccccc2C(F)(F)F)C(F)(F)F)n1. RXN SMILES: [CH2:29]1[O:30][CH2:31][CH2:32][CH2:33]1.[CH3:34][CH2:35][O:36][C:37](=[O:38])[CH3:39].[F:3][C:4]([c:5]1[c:6]([CH:11]([C:12]([F:13])([F:14])[F:15])[OH:16])[cH:7][cH:8][cH:9][cH:10]1)([F:17])[F:18].[H-:2].[NH2:19][c:20]1[n:21][c:22]([Cl:27])[cH:23][c:24]([Cl:26])[n:25]1.[Na+:1].[OH2:28]>>[F:3][C:4]([c:5]1[c:6]([CH:11]([C:12]([F:13])([F:14])[F:15])[O:16][c:24]2[cH:23][c:22]([Cl:27])[n:21][c:20]([NH2:19])[n:25]2)[cH:7][cH:8][cH:9][cH:10]1)([F:17])[F:18]. Starting materials: ClC1=NC=CC=C1[N+](=O)[O-] (2-chloro-3-nitropyridine), C1=CC(=CC=C1N)O (p-aminophenol). Solvent: CN(C=O)C (dimethylformamide). Run at temperature 100 celsius, time 40 minute. Product: [N+](=O)([O-])C=1C(=NC=CC1)NC1=CC=C(C=C1)O (4-[(3-Nitro-2-pyridyl)amino]phenol). Yield: 81.3%. As a reaction SMILES: Cl[C:2]1[C:7]([N+:8]([O-:10])=[O:9])=[CH:6][CH:5]=[CH:4][N:3]=1.[CH:11]1[C:16]([NH2:17])=[CH:15][CH:14]=[C:13]([OH:18])[CH:12]=1>CN(C)C=O>[N+:8]([C:7]1[C:2]([NH:17][C:16]2[CH:11]=[CH:12][C:13]([OH:18])=[CH:14][CH:15]=2)=[N:3][CH:4]=[CH:5][CH:6]=1)([O-:10])=[O:9]. Procedure: 8.17 g (50 mmol) of 2-chloro-3-nitropyridine and 16.70 g (150 mmol) of p-aminophenol were added to 50 ml of dimethylformamide and the mixture was stirred at 100° C. for 40 min. The solvent was distilled off under reduced pressure, the same treatment as that of Production Example 1 was repeated and the product was recrystallized from ethanol to obtain 9.4 g of the title compound. Starting materials: FC1=CC=C(C(C2=CC=C(C=C2)F)O)C=C1 (4,4'-difluorobenzhydrol), [OH-].[Na+] (sodium hydroxide), FC1=CC=C(C(C2=CC=C(C=C2)F)O)C=C1 (4,4'-difluorobenzhydrol), N1C(=CC2=CC=CC=C12)C(=O)OCC (ethyl indole-2-carboxylate), CS(=O)(=O)O (methanesulfonic acid), [Cl-].[NH4+] (ammonium chloride). Solvent: C(Cl)Cl (methylene chloride). Run at time 1 hour. Yields the product FC1=CC=C(C=C1)C(C1=C(NC2=CC=CC=C12)C(=O)OCC)C1=CC=C(C=C1)F (Ethyl 3-[bis(4-fluorophenyl)methyl]indole-2-carboxylate). Isolated yield 40.6%. Reaction SMILES: [F:1][C:2]1[CH:16]=[CH:15][C:5]([CH:6](O)[C:7]2[CH:12]=[CH:11][C:10]([F:13])=[CH:9][CH:8]=2)=[CH:4][CH:3]=1.[NH:17]1[C:25]2[C:20](=[CH:21][CH:22]=[CH:23][CH:24]=2)[CH:19]=[C:18]1[C:26]([O:28][CH2:29][CH3:30])=[O:27].CS(O)(=O)=O.[OH-].[Na+].[Cl-].[NH4+]>C(Cl)Cl>[F:1][C:2]1[CH:16]=[CH:15][C:5]([CH:6]([C:7]2[CH:12]=[CH:11][C:10]([F:13])=[CH:9][CH:8]=2)[C:19]2[C:20]3[C:25](=[CH:24][CH:23]=[CH:22][CH:21]=3)[NH:17][C:18]=2[C:26]([O:28][CH2:29][CH3:30])=[O:27])=[CH:4][CH:3]=1 |f:3.4,5.6|. Reported procedure: To a solution of 4,4'-difluorobenzhydrol (12.8 g, 58.1 mmol) and ethyl indole-2-carboxylate (10.0 g, 52.9 mmol) in 100 ml of methylene chloride was added methanesulfonic acid (3.4 ml, 52.9 mmol), followed by stirring at room temperature for one hour. Then, 4,4'-difluorobenzhydrol (1.0 g, 4.54 mmol) was further added to the reaction mixture followed by stirring for 1.5 hours to complete the reaction. A 2N aqueous sodium hydroxide solution was added to the reaction solution, and a saturated aqueou... The reactants are C1CCOC1, CNC, CC(C)=O, [Cl-], O=C(Cl)c1cccc(NS(=O)(=O)c2ccc(-c3ccc(Cl)cc3Cl)cc2)c1, Cl, [NH4+]. Product: CN(C)C(=O)c1cccc(NS(=O)(=O)c2ccc(-c3ccc(Cl)cc3Cl)cc2)c1. As a reaction SMILES: [CH2:34]1[O:35][CH2:36][CH2:37][CH2:38]1.[CH3:1][NH:2][CH3:3].[CH3:39][C:40](=[O:41])[CH3:42].[Cl-:31].[Cl:4][c:5]1[c:6](-[c:12]2[cH:13][cH:14][c:15]([S:18](=[O:19])(=[O:20])[NH:21][c:22]3[cH:23][c:24]([C:25](=[O:26])[Cl:27])[cH:28][cH:29][cH:30]3)[cH:16][cH:17]2)[cH:7][cH:8][c:9]([Cl:11])[cH:10]1.[ClH:33].[NH4+:32]>>[CH3:1][N:2]([CH3:3])[C:25]([c:24]1[cH:23][c:22]([NH:21][S:18]([c:15]2[cH:14][cH:13][c:12](-[c:6]3[c:5]([Cl:4])[cH:10][c:9]([Cl:11])[cH:8][cH:7]3)[cH:17][cH:16]2)(=[O:19])=[O:20])[cH:30][cH:29][cH:28]1)=[O:26]. The reactants are CC(C)(C)c1ccc(C=O)cc1, COC=CCc1ccc(C(C)(C)C)cc1. The product is CC(C)(C)c1ccc(CCC=O)cc1. Reaction SMILES: [C:16]([c:17]1[cH:18][cH:19][c:20]([CH:21]=[O:22])[cH:23][cH:24]1)([CH3:25])([CH3:26])[CH3:27].[C:1]([CH3:2])([CH3:3])([CH3:4])[c:5]1[cH:6][cH:7][c:8]([CH2:11][CH:12]=[CH:13][O:14][CH3:15])[cH:9][cH:10]1>>[C:1]([CH3:2])([CH3:3])([CH3:4])[c:5]1[cH:6][cH:7][c:8]([CH2:11][CH2:12][CH:13]=[O:14])[cH:9][cH:10]1. Isolated yield 47.2%. Procedure: 1,4-Oxazepane (292) (Turner, S. R. et al., PCT Int. Appl. WO 2000 040561, 2000) (4.95 g, 49.0 mmol) was added dropwise to a stirred aqueous solution of glycolonitrile (55%, 5.3 mL, 53.8 mmol) at 5° C. and stirred at 70° C. for 1 h. More aqueous glycolonitrile (55%, 0.96 mL, 6.13 mmol) was added and the mixture stirred for 30 min, cooled to 20° C. and Et2O (100 mL) and water (50 mL) were added. The aqueous layer was extracted with Et2O (4×30 mL), the combined organic fraction dried and the solven... RXN SMILES: [O:1]1[CH2:7][CH2:6][CH2:5][N:4]([CH2:8][CH2:9][NH2:10])[CH2:3][CH2:2]1.C(#N)CO.CCOCC>O>[O:1]1[CH2:7][CH2:6][CH2:5][N:4]([CH2:8][C:9]#[N:10])[CH2:3][CH2:2]1. The product is O1CCN(CCC1)CC#N (2-(1,4-Oxazepan-4-yl)acetonitrile). Run in O (water). Starting materials: O1CCN(CCC1)CCN (2-(1,4-oxazepan-4-yl)ethylamine), C(CO)#N (glycolonitrile), CCOCC (Et2O), C(CO)#N (glycolonitrile). Reaction conditions: temperature 70 celsius, time 1 hour. The reactants are F[B-](F)(F)F, CN1CCOCC1, COc1cc([N+](=O)[O-])ccc1C(=O)O, Cc1ccc(CN)cn1, ClCCl, CN(C)C=O, CN(C)C(On1nnc2ccccc21)=[N+](C)C. Yields the product COc1cc([N+](=O)[O-])ccc1C(=O)NCc1ccc(C)nc1. As a reaction SMILES: [B-:22]([F:23])([F:24])([F:25])[F:26].[CH3:15][N:16]1[CH2:17][CH2:18][O:19][CH2:20][CH2:21]1.[CH3:1][O:2][c:3]1[c:4]([C:5](=[O:6])[OH:7])[cH:8][cH:9][c:10]([N+:12](=[O:13])[O-:14])[cH:11]1.[CH3:44][c:45]1[cH:46][cH:47][c:48]([CH2:51][NH2:52])[cH:49][n:50]1.[Cl:58][CH2:59][Cl:60].[O:53]=[CH:54][N:55]([CH3:56])[CH3:57].[n:27]1([O:28][C:29]([N:30]([CH3:31])[CH3:32])=[N+:33]([CH3:34])[CH3:35])[c:36]2[cH:37][cH:38][cH:39][cH:40][c:41]2[n:42][n:43]1>>[CH3:1][O:2][c:3]1[c:4]([C:5](=[O:7])[NH:52][CH2:51][c:48]2[cH:47][cH:46][c:45]([CH3:44])[n:50][cH:49]2)[cH:8][cH:9][c:10]([N+:12](=[O:13])[O-:14])[cH:11]1. Reactants: Cl.COC=1C=C(C=CC1OC)C=1C(C(N(N1)C1CCNCC1)=O)(C)C (5-(3,4-dimethoxyphenyl)-4,4-dimethyl-2-(piperidin-4-yl)-2,4-dihydro-3H-pyrazol-3-one hydrochloride), Cl.COC=1C=C(C=CC1OC)C=1C(C(N(N1)C1CCNCC1)=O)(C)C (5-(3,4-dimethoxyphenyl)-4,4-dimethyl-2-(piperidin-4-yl)-2,4-dihydro-3H-pyrazol-3-one hydrochloride), C(C)(C)(C)C1=CC=C(C=C1)S(=O)(=O)Cl (4-tert-butylbenzenesulfonyl chloride). Product: C(C)(C)(C)C1=CC=C(C=C1)S(=O)(=O)N1CCC(CC1)N1N=C(C(C1=O)(C)C)C1=CC(=C(C=C1)OC)OC (2-{1-[(4-tert-Butylphenyl)sulfonyl]piperidin-4-yl}-5-(3,4-dimethoxyphenyl)-4,4-dimethyl-2,4-dihydro-3H-pyrazol-3-one). As a reaction SMILES: Cl.[CH3:2][O:3][C:4]1[CH:5]=[C:6]([C:12]2[C:13]([CH3:25])([CH3:24])[C:14](=[O:23])[N:15]([CH:17]3[CH2:22][CH2:21][NH:20][CH2:19][CH2:18]3)[N:16]=2)[CH:7]=[CH:8][C:9]=1[O:10][CH3:11].[C:26]([C:30]1[CH:35]=[CH:34][C:33]([S:36](Cl)(=[O:38])=[O:37])=[CH:32][CH:31]=1)([CH3:29])([CH3:28])[CH3:27]>>[C:26]([C:30]1[CH:35]=[CH:34][C:33]([S:36]([N:20]2[CH2:21][CH2:22][CH:17]([N:15]3[C:14](=[O:23])[C:13]([CH3:25])([CH3:24])[C:12]([C:6]4[CH:7]=[CH:8][C:9]([O:10][CH3:11])=[C:4]([O:3][CH3:2])[CH:5]=4)=[N:16]3)[CH2:18][CH2:19]2)(=[O:38])=[O:37])=[CH:32][CH:31]=1)([CH3:29])([CH3:27])[CH3:28] |f:0.1|. Reported procedure: The title compound is prepared analogously as described for GP1 using 5-(3,4-dimethoxyphenyl)-4,4-dimethyl-2-(piperidin-4-yl)-2,4-dihydro-3H-pyrazol-3-one hydrochloride (compound B1*HCl) and 4-tert-butylbenzenesulfonyl chloride as starting compounds. The crude product is purified by crystallization from methanol to yield the title compound.